From a dataset of the Open Reaction Database (ORD), a public repository of structured organic reaction records. describe an organic reaction: reactants, conditions, products, and yield Starting materials: OS(=O)(=O)O (H2SO4), BrC1=NC=CC=C1 (2-bromopyridine), [Li]CCCC (n-BuLi), ClC=1C=C(C=CC1)C(C)C1(CCC1)C#N (1-(1-(3-chlorophenyl)ethyl)cyclobutanecarbonitrile). Run in C1CCOC1 (THF). Conditions: temperature 50 celsius, time 15 minute. Yields the product ClC=1C=C(CC2(CCC2)C(=O)C2=NC=CC=C2)C=CC1 ((1-(3-chlorobenzyl)cyclobutyl)(pyridin-2-yl)methanone). As a reaction SMILES: Br[C:2]1[CH:7]=[CH:6][CH:5]=[CH:4][N:3]=1.[Li]CCCC.[Cl:13][C:14]1[CH:15]=[C:16]([CH:20]([C:22]2([C:26]#N)[CH2:25][CH2:24][CH2:23]2)C)[CH:17]=[CH:18][CH:19]=1.[OH:28]S(O)(=O)=O>C1COCC1>[Cl:13][C:14]1[CH:15]=[C:16]([CH:17]=[CH:18][CH:19]=1)[CH2:20][C:22]1([C:26]([C:2]2[CH:7]=[CH:6][CH:5]=[CH:4][N:3]=2)=[O:28])[CH2:25][CH2:24][CH2:23]1. Procedure details: To a solution of 2-bromopyridine (1.1 g, 6.85 mmol) was added n-BuLi (2.7 mL, 6.85 mmol 2.5M in hexane) at −78° C. After stirring for 15 min, a solution of Example 44B (1.0 g, 4.57 mmol) in THF (20 mL) was added. The mixture was stirred at −78° C. for 15 min. followed by slow addition of 9.1 mL of 1 M H2SO4. The mixture was then heated to 50° C. and stirred for 30 min. The aqueous phase was separated and extracted with EtOAc (30 mL). Procedure: Add zinc cyanide (0.016 g, 0.13 mmol) and tetrakistriphenylphosphine palladium(0) (0.018 g, 0.02 mmol) to a solution of 1′-(5-iodo-1H-benzimidazol-2-yl)-spiro[isobenzofuran-1,4′-piperidin]-3-one (0.1 g, 0.22 mmol) in NMP (2 mL). Heat the reaction mixture at 130° C. for 19 hours. After cooling to ambient temperature, dilute the mixture with EtOAc (20 mL), and wash with water (20 mL) and saturated aqueous NaCl (20 mL). Dry the organic portion over Na2SO4, filter and concentrate. Purify by preparat... Product: C(#N)C1=CC2=C(NC(=N2)N2CCC3(CC2)OC(C2=CC=CC=C23)=O)C=C1 (1′-(5-cyano-1H-benzimidazol-2-yl)-spiro[isobenzofuran-1,4′-piperidin]-3-one). As a reaction SMILES: I[C:2]1[CH:25]=[CH:24][C:5]2[NH:6][C:7]([N:9]3[CH2:14][CH2:13][C:12]4([C:22]5[C:17](=[CH:18][CH:19]=[CH:20][CH:21]=5)[C:16](=[O:23])[O:15]4)[CH2:11][CH2:10]3)=[N:8][C:4]=2[CH:3]=1.[CH3:26][N:27]1C(=O)CCC1>CCOC(C)=O.[C-]#N.[Zn+2].[C-]#N>[C:26]([C:2]1[CH:25]=[CH:24][C:5]2[NH:6][C:7]([N:9]3[CH2:14][CH2:13][C:12]4([C:22]5[C:17](=[CH:18][CH:19]=[CH:20][CH:21]=5)[C:16](=[O:23])[O:15]4)[CH2:11][CH2:10]3)=[N:8][C:4]=2[CH:3]=1)#[N:27] |f:3.4.5|. Reagents/catalysts: [C-]#N.[Zn+2].[C-]#N (zinc cyanide). Starting materials: tetrakistriphenylphosphine palladium(0), IC1=CC2=C(NC(=N2)N2CCC3(CC2)OC(C2=CC=CC=C23)=O)C=C1 (1′-(5-iodo-1H-benzimidazol-2-yl)-spiro[isobenzofuran-1,4′-piperidin]-3-one), CN1CCCC1=O (NMP). Run at temperature 130 celsius. Run in CCOC(=O)C (EtOAc). Reactants: C(=O)C1=C(C(=O)O)C=CC=C1 (2-formylbenzoic acid), C([O-])([O-])=O.[K+].[K+] (potassium carbonate), CI (methyl iodide). Solvent: CN(C=O)C (dimethylformamide). The product is C(=O)C1=C(C(=O)OC)C=CC=C1 (methyl 2-formylbenzoate). RXN SMILES: [CH:1]([C:3]1[CH:11]=[CH:10][CH:9]=[CH:8][C:4]=1[C:5]([OH:7])=[O:6])=[O:2].[C:12](=O)([O-])[O-].[K+].[K+].CI>CN(C)C=O>[CH:1]([C:3]1[CH:11]=[CH:10][CH:9]=[CH:8][C:4]=1[C:5]([O:7][CH3:12])=[O:6])=[O:2] |f:1.2.3|. Procedure: 6 Grams of 2-formylbenzoic acid and 6 g of potassium carbonate were added to 30 ml of dimethylformamide, then 6 g of methyl iodide were added dropwise thereto at room temperature with stirring. The reaction mixture was continuously stirred at room temperature overnight, then was concentrated. The residue obtained was extracted with chloroform, and the chloroform layer was washed with water, and was dried with anhydrous magnesium sulfate, then concentrated. The residue obtained was purified by di... The reactants are CC1(CN(C=2C1=NC=C(C2)B2OC(C(O2)(C)C)(C)C)C2=C(C(=NC1=CC(=CC=C21)F)C2=C(C=CC=C2)S(=O)(=O)C)C)C (4-(3,3-dimethyl-6-(4,4,5,5-tetramethyl-1,3,2-dioxaborolan-2-yl)-2,3-dihydro-1H-pyrrolo[3,2-b]pyridin-1-yl)-7-fluoro-3-methyl-2-(2-(methylsulfonyl)phenyl)quinoline), NC1=NC=CC(=N1)Cl (2-amino-4-chloropyrimidine), C([O-])([O-])=O.[Na+].[Na+] (sodium carbonate). The reagents and catalysts are Cl[Pd]([P](C1=CC=CC=C1)(C2=CC=CC=C2)C3=CC=CC=C3)([P](C4=CC=CC=C4)(C5=CC=CC=C5)C6=CC=CC=C6)Cl (bis(triphenylphosphine)palladium(ii) chloride). Solvent: O1CCOCC1 (1,4-dioxane), O (water). Conditions: temperature 120 celsius. Product: FC1=CC=C2C(=C(C(=NC2=C1)C1=C(C=CC=C1)S(=O)(=O)C)C)N1CC(C2=NC=C(C=C21)C2=NC(=NC=C2)N)(C)C (4-(1-(7-fluoro-3-methyl-2-(2-(methylsulfonyl)phenyl)-4-quinolinyl)-3,3-dimethyl-2,3-dihydro-1H-pyrrolo[3,2-b]pyridin-6-yl)-2-pyrimidinamine). RXN SMILES: [CH3:1][C:2]1([CH3:42])[C:6]2=[N:7][CH:8]=[C:9](B3OC(C)(C)C(C)(C)O3)[CH:10]=[C:5]2[N:4]([C:20]2[C:29]3[C:24](=[CH:25][C:26]([F:30])=[CH:27][CH:28]=3)[N:23]=[C:22]([C:31]3[CH:36]=[CH:35][CH:34]=[CH:33][C:32]=3[S:37]([CH3:40])(=[O:39])=[O:38])[C:21]=2[CH3:41])[CH2:3]1.[NH2:43][C:44]1[N:49]=[C:48](Cl)[CH:47]=[CH:46][N:45]=1.C(=O)([O-])[O-].[Na+].[Na+]>O1CCOCC1.O.Cl[Pd](Cl)([P](C1C=CC=CC=1)(C1C=CC=CC=1)C1C=CC=CC=1)[P](C1C=CC=CC=1)(C1C=CC=CC=1)C1C=CC=CC=1>[F:30][C:26]1[CH:25]=[C:24]2[C:29]([C:20]([N:4]3[C:5]4[C:6](=[N:7][CH:8]=[C:9]([C:46]5[CH:47]=[CH:48][N:49]=[C:44]([NH2:43])[N:45]=5)[CH:10]=4)[C:2]([CH3:1])([CH3:42])[CH2:3]3)=[C:21]([CH3:41])[C:22]([C:31]3[CH:36]=[CH:35][CH:34]=[CH:33][C:32]=3[S:37]([CH3:40])(=[O:38])=[O:39])=[N:23]2)=[CH:28][CH:27]=1 |f:2.3.4,^1:66,85|. Reported procedure: Prepared according to procedure P using 4-(3,3-dimethyl-6-(4,4,5,5-tetramethyl-1,3,2-dioxaborolan-2-yl)-2,3-dihydro-1H-pyrrolo[3,2-b]pyridin-1-yl)-7-fluoro-3-methyl-2-(2-(methylsulfonyl)phenyl)quinoline (131 mg, 0.22 mmol) (described herein), 2-amino-4-chloropyrimidine (28.9 mg, 0.22 mmol), bis(triphenylphosphine)palladium(ii) chloride (15.7 mg, 0.022 mmol), and sodium carbonate (70.9 mg, 0.67 mmol) in 1,4-dioxane (4.8 mL) and water (1.2 mL). The reaction mixture was heated in a microwave at 120... Reactants: O=C(Cl)Oc1ccc([N+](=O)[O-])cc1, ClCCl, CC(c1ccc(-c2ccc(F)cc2F)cc1)N1CCC(CCO)(c2ccc(F)cc2)OC1=O, N. Product: CC(c1ccc(-c2ccc(F)cc2F)cc1)N1CCC(CCOC(N)=O)(c2ccc(F)cc2)OC1=O. As a reaction SMILES: [C:34]([Cl:35])([O:36][c:37]1[cH:38][cH:39][c:40]([N+:41]([O-:42])=[O:43])[cH:44][cH:46]1)=[O:45].[Cl:48][CH2:49][Cl:50].[F:1][c:2]1[c:3](-[c:9]2[cH:10][cH:11][c:12]([CH:15]([CH3:16])[N:17]3[C:18](=[O:33])[O:19][C:20]([CH2:23][CH2:24][OH:25])([c:26]4[cH:27][cH:28][c:29]([F:32])[cH:30][cH:31]4)[CH2:21][CH2:22]3)[cH:13][cH:14]2)[cH:4][cH:5][c:6]([F:8])[cH:7]1.[NH3:47]>>[F:1][c:2]1[c:3](-[c:9]2[cH:10][cH:11][c:12]([CH:15]([CH3:16])[N:17]3[C:18](=[O:33])[O:19][C:20]([CH2:23][CH2:24][O:25][C:34](=[O:45])[NH2:47])([c:26]4[cH:27][cH:28][c:29]([F:32])[cH:30][cH:31]4)[CH2:21][CH2:22]3)[cH:13][cH:14]2)[cH:4][cH:5][c:6]([F:8])[cH:7]1. The reactants are O=C(O)c1ccc2c(ccc3ccccc32)c1, [Cl-], Cl, O=C(O)C1NCCNC1C(=O)O, [Na+], C1COCCO1, [OH-], O=S(Cl)Cl, c1ccccc1. The product is O=C(O)C1NCCN(C(=O)c2ccc3c(ccc4ccccc43)c2)C1C(=O)O. As a reaction SMILES: [C:1](=[O:2])([OH:3])[c:4]1[cH:5][c:6]2[cH:7][cH:8][c:9]3[cH:10][cH:11][cH:12][cH:13][c:14]3[c:15]2[cH:16][cH:17]1.[Cl-:36].[ClH:37].[NH:22]1[CH:23]([C:31](=[O:32])[OH:33])[CH:24]([C:28](=[O:29])[OH:30])[NH:25][CH2:26][CH2:27]1.[Na+:35].[O:44]1[CH2:45][CH2:46][O:47][CH2:48][CH2:49]1.[OH-:34].[S:18]([Cl:19])([Cl:20])=[O:21].[cH:38]1[cH:39][cH:40][cH:41][cH:42][cH:43]1>>[C:1](=[O:2])([c:4]1[cH:5][c:6]2[cH:7][cH:8][c:9]3[cH:10][cH:11][cH:12][cH:13][c:14]3[c:15]2[cH:16][cH:17]1)[N:22]1[CH:23]([C:31](=[O:32])[OH:33])[CH:24]([C:28](=[O:29])[OH:30])[NH:25][CH2:26][CH2:27]1. The reactants are CCCCN1CCCC1COc1ccc([N+](=O)[O-])cc1, CCO, O, O, Cl[Sn]Cl. Yields the product CCCCN1CCCC1COc1ccc(N)cc1. As a reaction SMILES: [CH2:1]([CH2:2][CH2:3][CH3:4])[N:5]1[CH:6]([CH2:10][O:11][c:12]2[cH:13][cH:14][c:15]([N+:18]([O-:19])=[O:20])[cH:16][cH:17]2)[CH2:7][CH2:8][CH2:9]1.[CH3:26][CH2:27][OH:28].[OH2:21].[OH2:22].[Sn:23]([Cl:24])[Cl:25]>>[CH2:1]([CH2:2][CH2:3][CH3:4])[N:5]1[CH:6]([CH2:10][O:11][c:12]2[cH:13][cH:14][c:15]([NH2:18])[cH:16][cH:17]2)[CH2:7][CH2:8][CH2:9]1. Reactants: C(C(C)(C)C)C=1C=C(C(=CC1)N)N (4-neopentylbenzene-1,2-diamine), N([C@@H](CC(NC(C1=CC=CC=C1)(C1=CC=CC=C1)C1=CC=CC=C1)=O)C(=O)O)C(=O)OC(C)(C)C (Boc-Asn(Trt)-OH), CN1CCOCC1 (4-methylmorpholine), ClC(=O)OCC(C)C (isobutyl chloroformate), C(C)(=O)O (acetic acid). The solvent is C(C)#N (acetonitrile). Conditions: time 2.5 hour. The product is C(C(C)(C)C)C1=CC2=C(NC(=N2)[C@H](CC(NC(C2=CC=CC=C2)(C2=CC=CC=C2)C2=CC=CC=C2)=O)NC(OC(C)(C)C)=O)C=C1 ((S)-tert-Butyl (1-(5-neopentyl-1H-benzo[d]imidazol-2-yl)-3-oxo-3-(tritylamino)propyl)carbamate). The yield is 92.2%. Reaction SMILES: [NH:1]([C:29]([O:31][C:32]([CH3:35])([CH3:34])[CH3:33])=[O:30])[C@H:2]([C:26](O)=O)[CH2:3][C:4](=[O:25])[NH:5][C:6]([C:19]1[CH:24]=[CH:23][CH:22]=[CH:21][CH:20]=1)([C:13]1[CH:18]=[CH:17][CH:16]=[CH:15][CH:14]=1)[C:7]1[CH:12]=[CH:11][CH:10]=[CH:9][CH:8]=1.CN1CCOCC1.ClC(OCC(C)C)=O.[CH2:51]([C:56]1[CH:57]=[C:58]([NH2:63])[C:59]([NH2:62])=[CH:60][CH:61]=1)[C:52]([CH3:55])([CH3:54])[CH3:53].C(O)(=O)C>C(#N)C>[CH2:51]([C:56]1[CH:61]=[CH:60][C:59]2[NH:62][C:26]([C@@H:2]([NH:1][C:29](=[O:30])[O:31][C:32]([CH3:35])([CH3:34])[CH3:33])[CH2:3][C:4](=[O:25])[NH:5][C:6]([C:7]3[CH:12]=[CH:11][CH:10]=[CH:9][CH:8]=3)([C:19]3[CH:20]=[CH:21][CH:22]=[CH:23][CH:24]=3)[C:13]3[CH:14]=[CH:15][CH:16]=[CH:17][CH:18]=3)=[N:63][C:58]=2[CH:57]=1)[C:52]([CH3:55])([CH3:54])[CH3:53]. Procedure: To a solution of Boc-Asn(Trt)-OH (101 mg, 0.213 mmol) in acetonitrile (2.0 mL) cooled in an ice water bath was added 4-methylmorpholine (0.059 mL, 0.53 mmol) and isobutyl chloroformate (0.027 mL, 0.21 mmol). After stirring for 45 minutes 4-neopentylbenzene-1,2-diamine (Preparation 83, 34 mg, 0.19 mmol) was added and the mixture allowed to warm to room temperature. After stirring for 2.5 hours, the reaction mixture was concentrated in vacuo and acetic acid (1.0 mL, 18 mmol) was added. The reactio... Reactants: N12CC(C(CC1)CC2)O (1-Azabicyclo[2.2.2]octan-3-ol), C1(=CC=CC=C1)N=C=O (phenyl isocyanate). The product is N12CC(C(CC1)CC2)OC(NC2=CC=CC=C2)=O (N-Phenylcarbamic Acid 1-azabicyclo[2.2.2]octan-3-yl Ester). The yield is 86.0%. Reaction SMILES: [N:1]12[CH2:8][CH2:7][CH:4]([CH2:5][CH2:6]1)[CH:3]([OH:9])[CH2:2]2.[C:10]1([N:16]=[C:17]=[O:18])[CH:15]=[CH:14][CH:13]=[CH:12][CH:11]=1>>[N:1]12[CH2:8][CH2:7][CH:4]([CH2:5][CH2:6]1)[CH:3]([O:9][C:17](=[O:18])[NH:16][C:10]1[CH:15]=[CH:14][CH:13]=[CH:12][CH:11]=1)[CH2:2]2. Procedure: 1-Azabicyclo[2.2.2]octan-3-ol and phenyl isocyanate were used. The residual solid resulting from the above described procedure was purified via column chromatography eluting with a 1:10 ratio of methanol:chloroform to afford the title compound (86%) as a white solid: NMR (CDCl3)δ7.60-7.0 (m, 5H, Ph), 4.81 (m, 1H, CH-OCO), 3.27 (m, 1H, one of NCH2C-O), 2.9 (m, 5H, N(CH2)2 and one of NCH2C-O), 2.1 (m, 1H, methine at C4), 2.05-1.30 (m, 4H, CH2 at C5 and C8); FAB LRMS m /z (relative intensity, %) 24...